From a dataset of the Open Reaction Database (ORD), a public repository of structured organic reaction records. describe an organic reaction: reactants, conditions, products, and yield Starting materials: O=C1CCC(=O)N1Br, O=C(NCc1cc(Cl)cc(Cl)c1)c1ncc2cccnc2c1O, ClCCl, O. Yields the product O=C(NCc1cc(Cl)cc(Cl)c1)c1nc(Br)c2cccnc2c1O. Reaction SMILES: [Br:24][N:25]1[C:26](=[O:27])[CH2:28][CH2:29][C:30]1=[O:31].[Cl:1][c:2]1[cH:3][c:4]([CH2:5][NH:6][C:7](=[O:8])[c:9]2[n:10][cH:11][c:12]3[cH:13][cH:14][cH:15][n:16][c:17]3[c:18]2[OH:19])[cH:20][c:21]([Cl:23])[cH:22]1.[Cl:33][CH2:34][Cl:35].[OH2:32]>>[Cl:1][c:2]1[cH:3][c:4]([CH2:5][NH:6][C:7](=[O:8])[c:9]2[n:10][c:11]([Br:24])[c:12]3[cH:13][cH:14][cH:15][n:16][c:17]3[c:18]2[OH:19])[cH:20][c:21]([Cl:23])[cH:22]1.